This data is from the Open Reaction Database (ORD), a public repository of structured organic reaction records. The task is: describe an organic reaction: reactants, conditions, products, and yield Reactants: C(C1=CC=CC=C1)N1C[C@H]2[C@@H](C1)C(CC2)N ((3aS*,6aR*)-2-benzyloctahydrocyclopenta[c]pyrrol-4-amine), ON1N=NC2=C1C=CC=C2 (1-Hydroxybenzotriazole), CN(CCCN=C=NCC)C (N-(3-dimethylaminopropyl)-N′-ethylcarbodiimide), C1(=CC=CC=C1)C1(CCCC1)C(=O)O (1-phenylcyclopentanecarboxylic acid). The solvent is ClCCl (dichloromethane). Run at time 10 minute. Yields the product C(C1=CC=CC=C1)N1C[C@H]2[C@@H](C1)[C@@H](CC2)NC(=O)C2(CCCC2)C2=CC=CC=C2 (N-[(3aS*,4R*,6aR*)-2-benzyloctahydrocyclopenta[c]pyrrol-4-yl]-1-phenylcyclopentanecarboxamide). As a reaction SMILES: ON1C2C=CC=CC=2N=N1.CN(C)CCCN=C=NCC.[C:22]1([C:28]2([C:33]([OH:35])=O)[CH2:32][CH2:31][CH2:30][CH2:29]2)[CH:27]=[CH:26][CH:25]=[CH:24][CH:23]=1.[CH2:36]([N:43]1[CH2:47][C@H:46]2[CH:48]([NH2:51])[CH2:49][CH2:50][C@H:45]2[CH2:44]1)[C:37]1[CH:42]=[CH:41][CH:40]=[CH:39][CH:38]=1>ClCCl>[CH2:36]([N:43]1[CH2:47][C@H:46]2[C@H:48]([NH:51][C:33]([C:28]3([C:22]4[CH:23]=[CH:24][CH:25]=[CH:26][CH:27]=4)[CH2:29][CH2:30][CH2:31][CH2:32]3)=[O:35])[CH2:49][CH2:50][C@H:45]2[CH2:44]1)[C:37]1[CH:38]=[CH:39][CH:40]=[CH:41][CH:42]=1. Procedure: 1-Hydroxybenzotriazole (33 mg, 0.24 mmol) and N-(3-dimethylaminopropyl)-N′-ethylcarbodiimide (43 μL, 0.24 mmol) were added to a solution of 1-phenylcyclopentanecarboxylic acid (46 mg, 0.24 mmol) in dichloromethane (2 mL). The reaction was stirred at room temperature for 10 minutes, then (3aS*,6aR*)-2-benzyloctahydrocyclopenta[c]pyrrol-4-amine (52 mg, 0.24 mmol) was added and the reaction stirred at room temperature overnight. The reaction mixture was quenched with water, and extracted with dichl...